This data is from the Open Reaction Database (ORD), a public repository of structured organic reaction records. The task is: describe an organic reaction: reactants, conditions, products, and yield The reactants are ClS(=O)(=O)C1=C(SC=C1)C(=O)OC (METHYL 3-CHLOROSULFONYLTHIOPHENE-2-CARBOXYLATE), N (ammonia). The solvent is C(Cl)(Cl)Cl (chloroform). Run at time 3 hour. The product is S(N)(=O)(=O)C1=C(SC=C1)C(=O)OC (METHYL 3-SULFAMOYLTHIOPHENE-2-CARBOXYLATE). Reaction SMILES: Cl[S:2]([C:5]1[CH:9]=[CH:8][S:7][C:6]=1[C:10]([O:12][CH3:13])=[O:11])(=[O:4])=[O:3].[NH3:14]>C(Cl)(Cl)Cl>[S:2]([C:5]1[CH:9]=[CH:8][S:7][C:6]=1[C:10]([O:12][CH3:13])=[O:11])(=[O:4])(=[O:3])[NH2:14]. Procedure details: 43.5 g (0.181 mole) of methyl 3-chlorosulfonylthiophene-2-carboxylate (VIII) is dissolved in 450 ml of absolute chloroform; ammonia is passed in at room temperature until the mixture has an alkaline reaction. After stirring the solution for a further 3 hours at room temperature (care being taken to keep the solution alkaline) it is extracted with water and the organic phase is dried and evaporated. The crystalline residue may be recrystallized from ethanol; however, for further reaction digestio... Solvent: C1(=CC=CC=C1)C (toluene). Reaction conditions: time 14 hour. RXN SMILES: [K].[CH2:2]([OH:4])[CH3:3].C(OC([CH:10]1[CH2:16][CH2:15][CH2:14][N:13]([CH2:17][C:18](OCC)=O)CC1)=O)C>C1(C)C=CC=CC=1>[N:13]12[CH2:14][CH2:15][CH:16]([CH2:18][CH2:17]1)[CH2:10][C:2](=[O:4])[CH2:3]2 |^1:0|. Product: N12CC(CC(CC1)CC2)=O (1-Azabicyclo[3.2.2]nonan-3-one). Reported procedure: To a 250 mL round-bottomed flask equipped with condenser and nitrogen inlet were added 1.55 g (39.69 g-atm.) potassium and 80 mL toluene. The mixture was heated to reflux and treated with 1.83 mL (39.69 mmol) ethanol. Refluxing continued until the potassium disappeared. Then 4.08 g (15.87 mmol) ethyl-N-ethoxycarbonylmethyl-perhydroazepine-4-carboxylate was added and refluxing was continued for 14 hours. The reaction was evaporated and the residue taken up in 100 mL 1N hydrochloric acid. This sol... The reactants are C(C)OC(=O)C1CCN(CCC1)CC(=O)OCC (ethyl-N-ethoxycarbonylmethyl-perhydroazepine-4-carboxylate), [K] (potassium), [K] (potassium), C(C)O (ethanol). The reactants are NC1=NC(=NC=C1C(=O)C1=CC=C(C(=C1)F)OC)S(=O)(=O)CC ((4-amino-2-ethanesulfonyl-pyrimidin-5-yl)-(5-fluoro-4-methoxy-phenyl)-methanone), FC(C(=O)O)(F)F.CS(=O)(=O)N1CCC(CC1)N (1-methanesulfonyl-piperidin-4-ylamine; compound with trifluoroacetic acid). Yields the product NC1=NC(=NC=C1C(=O)C1=CC(=C(C=C1)OC)F)NC1CCN(CC1)S(=O)(=O)C ([4-amino-2-(1-methanesulfonyl-piperidin-4-ylamino)-pyrimidin-5-yl]-(3-fluoro-4-methoxy-phenyl)-methanone). Reaction SMILES: [NH2:1][C:2]1[C:7]([C:8]([C:10]2[CH:15]=[C:14]([F:16])[C:13]([O:17][CH3:18])=[CH:12][CH:11]=2)=[O:9])=[CH:6][N:5]=[C:4](S(CC)(=O)=O)[N:3]=1.FC(F)(F)C(O)=O.[CH3:31][S:32]([N:35]1[CH2:40][CH2:39][CH:38]([NH2:41])[CH2:37][CH2:36]1)(=[O:34])=[O:33]>>[NH2:1][C:2]1[C:7]([C:8]([C:10]2[CH:11]=[CH:12][C:13]([O:17][CH3:18])=[C:14]([F:16])[CH:15]=2)=[O:9])=[CH:6][N:5]=[C:4]([NH:41][CH:38]2[CH2:39][CH2:40][N:35]([S:32]([CH3:31])(=[O:34])=[O:33])[CH2:36][CH2:37]2)[N:3]=1 |f:1.2|. Reported procedure: The same procedure as described in Example 90 was used starting with material from Example 372 and 1-methanesulfonyl-piperidin-4-ylamine; compound with trifluoroacetic acid (Example 162) to give [4-amino-2-(1-methanesulfonyl-piperidin-4-ylamino)-pyrimidin-5-yl]-(3-fluoro-4-methoxy-phenyl)-methanone as a white solid. MS (M+H)+: 424. Reported procedure: To an N,N-dimethylformamide solution (5 mL) of 4-[4-(4-fluorophenyl)piperazin-1-yl]-1,3,5-triazin-2(1H)-one (100 mg, 0.36 mmol) synthesized in Reference Synthesis Example 3, 4-chlorobenzyl chloride (69 mg, 0.43 mmol), potassium carbonate (59 mg, 0.43 mmol), and sodium iodide (54 mg, 0.36 mmol) were added and the resultant mixture was stirred at 90° C. for 5 hours. The reaction solution was concentrated under reduced pressure and the resultant residue was purified by silica gel column chromatogra... The reactants are FC1=CC=C(C=C1)N1CCN(CC1)C1=NC(NC=N1)=O (4-[4-(4-fluorophenyl)piperazin-1-yl]-1,3,5-triazin-2(1H)-one), ClC1=CC=C(CCl)C=C1 (4-chlorobenzyl chloride), C([O-])([O-])=O.[K+].[K+] (potassium carbonate), [I-].[Na+] (sodium iodide), CN(C=O)C (N,N-dimethylformamide), resultant mixture. The product is ClC1=CC=C(CN2C(N=C(N=C2N(C)C)N2CCN(CC2)C2=CC=C(C=C2)F)=O)C=C1 (1-(4-Chlorobenzyl)-6-(dimethylamino)-4-[4-(4-fluorophenyl)piperazin-1-yl]-1,3,5-triazin-2(1H)-one). The yield is 1.0%. RXN SMILES: [F:1][C:2]1[CH:7]=[CH:6][C:5]([N:8]2[CH2:13][CH2:12][N:11]([C:14]3[N:19]=[CH:18][NH:17][C:16](=[O:20])[N:15]=3)[CH2:10][CH2:9]2)=[CH:4][CH:3]=1.[Cl:21][C:22]1[CH:29]=[CH:28][C:25]([CH2:26]Cl)=[CH:24][CH:23]=1.C(=O)([O-])[O-].[K+].[K+].[I-].[Na+].[CH3:38][N:39](C)[CH:40]=O>>[Cl:21][C:22]1[CH:29]=[CH:28][C:25]([CH2:26][N:17]2[C:18]([N:39]([CH3:40])[CH3:38])=[N:19][C:14]([N:11]3[CH2:10][CH2:9][N:8]([C:5]4[CH:6]=[CH:7][C:2]([F:1])=[CH:3][CH:4]=4)[CH2:13][CH2:12]3)=[N:15][C:16]2=[O:20])=[CH:24][CH:23]=1 |f:2.3.4,5.6|.